Dataset: the Open Reaction Database (ORD), a public repository of structured organic reaction records. Task: describe an organic reaction: reactants, conditions, products, and yield Starting materials: O (water), C(CO)O (ethylene glycol), C1(=CC=C(C=C1)S(=O)(=O)O)C (p-toluene sulphonic acid), ClC=1C(=NN(C1OC(F)F)C)N1N=CC(=C1C=O)C#N (1-(4-chlor-5-difluormethoxy-1-methyl-3pyrazolyl)-5-formyl-4-pyrazol-carbonitrile). Solvent: C1(=CC=CC=C1)C (toluene). Product: ClC=1C(=NN(C1OC(F)F)C)N1N=CC(=C1C1OCCO1)C#N (1-(4-chlor-5-difluormethoxy-1-methyl-3-pyrazolyl)-5-(1,3-dioxolan-2-yl)-4-pyrazol-carbonitrile). Reaction SMILES: [Cl:1][C:2]1[C:3]([N:12]2[C:16]([CH:17]=[O:18])=[C:15]([C:19]#[N:20])[CH:14]=[N:13]2)=[N:4][N:5]([CH3:11])[C:6]=1[O:7][CH:8]([F:10])[F:9].[CH2:21](O)[CH2:22][OH:23].C1(C)C=CC(S(O)(=O)=O)=CC=1.O>C1(C)C=CC=CC=1>[Cl:1][C:2]1[C:3]([N:12]2[C:16]([CH:17]3[O:23][CH2:22][CH2:21][O:18]3)=[C:15]([C:19]#[N:20])[CH:14]=[N:13]2)=[N:4][N:5]([CH3:11])[C:6]=1[O:7][CH:8]([F:10])[F:9]. Procedure: 0.6 g (2.0 mmol) 1-(4-chlor-5-difluormethoxy-1-methyl-3pyrazolyl)-5-formyl-4-pyrazol-carbonitrile is dissolved in 30 ml toluene and 0.14 g (2.2 mmol) ethylene glycol and a catalytic amount of p-toluene sulphonic acid are added. The mixture is heated for 2 hours on the water-separator, the cooled solution is washed with sodium chloride solution, and it is then dried and concentrated. The reactants are NC1=C(C(N(C2=NC(=C(C=C12)C1=CC=C(C=C1)Cl)C1=C(C=C(C=C1)Cl)Cl)C)=O)N(C)C (4-amino-6-(4-chlorophenyl)-7-(2,4-dichlorophenyl)-3-(dimethylamino)-1-methyl-1,8-naphthyridin-2(1H)-one), C(C)(=O)OC(C)=O (acetic anhydride), O1CCOCC1 (1,4-dioxane). The reagents and catalysts are CN(C)C=1C=CN=CC1 (DMAP). Solvent: CCOC(=O)C (EtOAc). Conditions: temperature 105 celsius. Yields the product C(C)(=O)N(C(C)=O)C1=C(C(N(C2=NC(=C(C=C12)C1=CC=C(C=C1)Cl)C1=C(C=C(C=C1)Cl)Cl)C)=O)N(C)C (N-acetyl-N-(7-(2,4-dichlorophenyl)-6-(4-chlorophenyl)-3-(dimethylamino)-1,2-dihydro-1-methyl-2-oxo-1,8-naphthyridin-4-yl)acetamide). As a reaction SMILES: [NH2:1][C:2]1[C:11]2[C:6](=[N:7][C:8]([C:19]3[CH:24]=[CH:23][C:22]([Cl:25])=[CH:21][C:20]=3[Cl:26])=[C:9]([C:12]3[CH:17]=[CH:16][C:15]([Cl:18])=[CH:14][CH:13]=3)[CH:10]=2)[N:5]([CH3:27])[C:4](=[O:28])[C:3]=1[N:29]([CH3:31])[CH3:30].[C:32](OC(=O)C)(=[O:34])[CH3:33].[O:39]1CCO[CH2:41][CH2:40]1>CN(C1C=CN=CC=1)C.CCOC(C)=O>[C:32]([N:1]([C:2]1[C:11]2[C:6](=[N:7][C:8]([C:19]3[CH:24]=[CH:23][C:22]([Cl:25])=[CH:21][C:20]=3[Cl:26])=[C:9]([C:12]3[CH:13]=[CH:14][C:15]([Cl:18])=[CH:16][CH:17]=3)[CH:10]=2)[N:5]([CH3:27])[C:4](=[O:28])[C:3]=1[N:29]([CH3:31])[CH3:30])[C:40](=[O:39])[CH3:41])(=[O:34])[CH3:33]. Procedure: To the product of EXAMPLE 72 (48.8 mg) in 1,4-dioxane (1 mL) was added acetic anhydride (2 mL) and DMAP (20 mg). The reaction was heated to 105° C. After about 1 hour the reaction was cooled to room temperature and diluted with EtOAc. The solution washed with saturated aqueous NaHCO3/1 M aqueous NaOH solution (1:1). The organic layer was dried (Na2SO4). The concentrated residue was purified by flash chromatography on silica gel gradient eluted with 0-100% EtOAc in hexane affording the title comp... Starting materials: C(=O)([O-])[O-].[K+].[K+] (K2CO3), NO.Cl (NH2OH.HCl), CN1CCNCC1 (N-Methylpiperazine), C1(C=CCCC1)=O (2-cyclohexen-1-one). The solvent is C(C)O (ethanol), C(C)O (ethanol). Reported procedure: N-Methylpiperazine (104.16 g, 1041.6 mmol, 1.0 eq.) was added dropwise to a solution of 2-cyclohexen-1-one (100.0 g, 1041.6 mmol, 1.0 eq.) in ethanol (300 ml), and the resulting mixture was stirred for 5 hours at RT. The reaction solution was diluted with ethanol (600 ml) and cooled to 0° C.; K2CO3 (172.48 g, 1249.9 mmol, 1.2 eq.) and NH2OH.HCl (86.7 g, 1249.9 mmol, 1.2 eq.) were added, and the mixture was stirred for 30 minutes at 0° C. and then heated to RT and stirred for a further 16 hours. ... The product is CN1CCN(CC1)C1CC(CCC1)=NO (3-(4-Methylpiperazin-1-yl)cyclohexanone oxime). RXN SMILES: [CH3:1][N:2]1[CH2:7][CH2:6][NH:5][CH2:4][CH2:3]1.[C:8]1(=O)[CH2:13][CH2:12][CH2:11][CH:10]=[CH:9]1.C([O-])([O-])=O.[K+].[K+].[NH2:21][OH:22].Cl>C(O)C>[CH3:1][N:2]1[CH2:7][CH2:6][N:5]([CH:10]2[CH2:11][CH2:12][CH2:13][C:8](=[N:21][OH:22])[CH2:9]2)[CH2:4][CH2:3]1 |f:2.3.4,5.6|. The yield is 54.0%. Conditions: time 5 hour. Reactants: COC(C1=CC(=NC(=C1)Cl)Cl)=O (methyl-2,6-dichloroisonicotinate), crude product, COC=1C=C(C=CC1N1C=NC(=C1)C)N (3-methoxy-4-(4-methyl-imidazol-1-yl)-phenylamine). Yields the product ClC=1C=C(C(=O)OC)C=C(N1)NC1=CC(=C(C=C1)N1C=NC(=C1)C)OC (Methyl 2-Chloro-6-[3-methoxy-4-(4-methyl-imidazol-1-yl)-phenylamino]-isonicotinate), solid. The yield is 36.0%. As a reaction SMILES: [CH3:1][O:2][C:3](=[O:12])[C:4]1[CH:9]=[C:8]([Cl:10])[N:7]=[C:6](Cl)[CH:5]=1.[CH3:13][O:14][C:15]1[CH:16]=[C:17]([NH2:27])[CH:18]=[CH:19][C:20]=1[N:21]1[CH:25]=[C:24]([CH3:26])[N:23]=[CH:22]1>>[Cl:10][C:8]1[CH:9]=[C:4]([CH:5]=[C:6]([NH:27][C:17]2[CH:18]=[CH:19][C:20]([N:21]3[CH:25]=[C:24]([CH3:26])[N:23]=[CH:22]3)=[C:15]([O:14][CH3:13])[CH:16]=2)[N:7]=1)[C:3]([O:2][CH3:1])=[O:12]. Procedure: The title compound was prepared in analogous manner as described in example 1e) from methyl-2,6-dichloroisonicotinate (64 mg, 0.3 mmol) and 3-methoxy-4-(4-methyl-imidazol-1-yl)-phenylamine (61 mg, 0.3 mmol). The reaction mixture was heated for 16 h to reflux. Obtained as a yellow solid (40 mg, 36%) after column chromatography of the crude product on silica gel using dichloromethane/methanol (19:1 v/v) as eluent. The reactants are C(C)(C)(C)OC(C(C)(SC=1SC=C(N1)CCNC1=CC(=NN1C1=CC=C(C=C1)OC(F)(F)F)C)C)=O (2-Methyl-2-({4-[2-({3-methyl-1-[4-(trifluoromethoxy)phenyl]-1H-pyrazol-5-yl}amino)ethyl]-1,3-thiazol-2-yl}thio)propionic acid tert-butyl ester), ClCCl (dichloromethane), FC(C(=O)O)(F)F (trifluoroacetic acid). Conditions: time 20 hour. Product: Cl.CC(C(=O)O)(C)SC=1SC=C(N1)CCNC1=CC(=NN1C1=CC=C(C=C1)OC(F)(F)F)C (2-methyl-2-({4-[2-({3-methyl-1-[4-(trifluoromethoxy)phenyl]-1H-pyrazol-5-yl}amino)ethyl]-1,3-thiazol-2-yl}thio)propionic acid hydrochloride). As a reaction SMILES: C([O:5][C:6](=[O:36])[C:7]([CH3:35])([S:9][C:10]1[S:11][CH:12]=[C:13]([CH2:15][CH2:16][NH:17][C:18]2[N:22]([C:23]3[CH:28]=[CH:27][C:26]([O:29][C:30]([F:33])([F:32])[F:31])=[CH:25][CH:24]=3)[N:21]=[C:20]([CH3:34])[CH:19]=2)[N:14]=1)[CH3:8])(C)(C)C.FC(F)(F)C(O)=O.[Cl:44]CCl>>[ClH:44].[CH3:35][C:7]([S:9][C:10]1[S:11][CH:12]=[C:13]([CH2:15][CH2:16][NH:17][C:18]2[N:22]([C:23]3[CH:24]=[CH:25][C:26]([O:29][C:30]([F:31])([F:33])[F:32])=[CH:27][CH:28]=3)[N:21]=[C:20]([CH3:34])[CH:19]=2)[N:14]=1)([CH3:8])[C:6]([OH:36])=[O:5] |f:3.4|. Procedure: 2-Methyl-2-({4-[2-({3-methyl-1-[4-(trifluoromethoxy)phenyl]-1H-pyrazol-5-yl}amino)ethyl]-1,3-thiazol-2-yl}thio)propionic acid tert-butyl ester (690 mg) synthesized in Example 253-1 was dissolved in dichloromethane (4 mL), trifluoroacetic acid (4 mL) was added, and the mixture was stirred at room temperature for 20 hr. The reaction mixture was concentrated under reduced pressure, and the residue was purified by silica gel chromatography (elution solvent; hexane:ethyl acetate=2:1 to 1:1). The obta... Starting materials: FC([C@@H]1CC[C@H](CC1)NC(=O)C1=CC2=C(N(C(=N2)NC2=C(C(=CC=C2Cl)CNC(=O)OC(C)(C)C)Cl)C)C=C1C12CNCC2C1)(F)F (N-(trans-4-trifluoromethyl-cyclohexyl)-2-{2,6-dichloro-3-[(tert.-butoxycarbonylamino)-methyl]-phenylamino}-6-[3-aza-bicyclo[3.1.0]hex-1-yl]-1-methyl-1H-benzimidazole-5-carboxylic acid amide), FC([C@@H]1CC[C@H](CC1)NC(=O)C1=CC2=C(N(C(=N2)NC2=C(C(=CC=C2Cl)CNC(=O)OC(C)(C)C)Cl)C)C=C1C12CNCC2C1)(F)F (N-(trans-4-trifluoromethyl-cyclohexyl)-2-{2,6-dichloro-3-[(tert.-butoxycarbonylamino)-methyl]-phenylamino}-6-[3-aza-bicyclo[3.1.0]hex-1-yl]-1-methyl-1H-benzimidazole-5-carboxylic acid amide), Cl (HCl). The solvent is O1CCOCC1 (dioxane), O1CCOCC1 (dioxane), CC(C)O (2-propanol). Run at time 8 hour. Product: FC([C@@H]1CC[C@H](CC1)NC(=O)C1=CC2=C(N(C(=N2)NC2=C(C(=CC=C2Cl)CN)Cl)C)C=C1C12CNCC2C1)(F)F (N-(trans-4-Trifluoromethyl-cyclohexyl)-2-{2,6-dichloro-3-[aminomethyl]-phenylamino}-6-[3-aza-bicyclo[3.1.0]hex-1-yl]-1-methyl-1H-benzimidazole-5-carboxylic acid amide). RXN SMILES: [F:1][C:2]([F:47])([F:46])[C@H:3]1[CH2:8][CH2:7][C@H:6]([NH:9][C:10]([C:12]2[C:39]([C:40]34[CH2:45][CH:44]3[CH2:43][NH:42][CH2:41]4)=[CH:38][C:15]3[N:16]([CH3:37])[C:17]([NH:19][C:20]4[C:25]([Cl:26])=[CH:24][CH:23]=[C:22]([CH2:27][NH:28]C(OC(C)(C)C)=O)[C:21]=4[Cl:36])=[N:18][C:14]=3[CH:13]=2)=[O:11])[CH2:5][CH2:4]1.Cl>O1CCOCC1.CC(O)C>[F:47][C:2]([F:1])([F:46])[C@H:3]1[CH2:4][CH2:5][C@H:6]([NH:9][C:10]([C:12]2[C:39]([C:40]34[CH2:45][CH:44]3[CH2:43][NH:42][CH2:41]4)=[CH:38][C:15]3[N:16]([CH3:37])[C:17]([NH:19][C:20]4[C:25]([Cl:26])=[CH:24][CH:23]=[C:22]([CH2:27][NH2:28])[C:21]=4[Cl:36])=[N:18][C:14]=3[CH:13]=2)=[O:11])[CH2:7][CH2:8]1. Procedure: A mixture of N-(trans-4-trifluoromethyl-cyclohexyl)-2-{2,6-dichloro-3-[(tert.-butoxycarbonylamino)-methyl]-phenylamino}-6-[3-aza-bicyclo[3.1.0]hex-1-yl]-1-methyl-1H-benzimidazole-5-carboxylic acid amide (compound 185, 3.3 g, 4.7 mmol), 6 mL 4M HCl in dioxane, 10 mL dioxane and 5 mL 2-propanol is stirred overnight. The resulting precipitate is collected by filtration, diluted with EtOAc and washed with 1N aq NaOH. The organic phase is dried with Na2SO4, filtered and concentrated.